From a dataset of the Open Reaction Database (ORD), a public repository of structured organic reaction records. describe an organic reaction: reactants, conditions, products, and yield The reactants are CS(C)=O, N#Cc1ccc(Oc2ccc(C=O)c(F)c2F)nc1, [K+], [K+], O=C([O-])[O-], O. The product is NC(=O)c1ccc(Oc2ccc(C=O)c(F)c2F)nc1. As a reaction SMILES: [CH3:26][S:27]([CH3:28])=[O:29].[F:1][c:2]1[c:3]([O:4][c:5]2[n:6][cH:7][c:8]([C:9]#[N:10])[cH:11][cH:12]2)[cH:13][cH:14][c:15]([CH:18]=[O:19])[c:16]1[F:17].[K+:20].[K+:21].[O-:22][C:23]([O-:24])=[O:25].[OH2:30]>>[F:1][c:2]1[c:3]([O:4][c:5]2[n:6][cH:7][c:8]([C:9]([NH2:10])=[O:22])[cH:11][cH:12]2)[cH:13][cH:14][c:15]([CH:18]=[O:19])[c:16]1[F:17]. Reactants: O1N=CC=C1C(=O)Cl (isoxazole-5-carbonyl chloride), NC1=NC(=NC2=CC(=C(C=C12)OC)OC)N1CCNCC1 (4-amino-6,7-dimethoxy-2-(1-piperazinyl)quinazoline). Solvent: O1CCOCC1 (dioxane), O1CCOCC1 (dioxane). Reaction conditions: time 16 hour. Product: Cl.NC1=NC(=NC2=CC(=C(C=C12)OC)OC)N1CCN(CC1)C(=O)C1=CC=NO1 (4-Amino-6,7-dimethyoxy-2-[4-(isoxazole-5-carbonyl)-piperazine-1-yl]quinazoline Hydrochloride). The yield is 95.5%. Reaction SMILES: [O:1]1[C:5]([C:6]([Cl:8])=[O:7])=[CH:4][CH:3]=[N:2]1.[NH2:9][C:10]1[C:19]2[C:14](=[CH:15][C:16]([O:22][CH3:23])=[C:17]([O:20][CH3:21])[CH:18]=2)[N:13]=[C:12]([N:24]2[CH2:29][CH2:28][NH:27][CH2:26][CH2:25]2)[N:11]=1>O1CCOCC1>[ClH:8].[NH2:9][C:10]1[C:19]2[C:14](=[CH:15][C:16]([O:22][CH3:23])=[C:17]([O:20][CH3:21])[CH:18]=2)[N:13]=[C:12]([N:24]2[CH2:29][CH2:28][N:27]([C:6]([C:5]3[O:1][N:2]=[CH:3][CH:4]=3)=[O:7])[CH2:26][CH2:25]2)[N:11]=1 |f:3.4|. Procedure details: A solution of isoxazole-5-carbonyl chloride (1.33 g., 0.01 mole) in dioxane was added to a solution at 30° C. of 4-amino-6,7-dimethoxy-2-(1-piperazinyl)quinazoline (2.94 g., 0.01 mole) in dioxane. The mixture was stirred at reflux for three minutes, then at room temperature for 16 hours. Filtration gave the title compound (4.02 g., 94% yield). Recrystallization from aqueous methanol gave a product having a m.p. of 270° C. with decomposition. Starting materials: CCCCON=C(C(=O)O)c1csc(NC(c2ccccc2)(c2ccccc2)c2ccccc2)n1, C(=NC1CCCCC1)=NC1CCCCC1, C1CCOC1, On1nnc2ccccc21. Product: CCCCON=C(C(=O)On1nnc2ccccc21)c1csc(NC(c2ccccc2)(c2ccccc2)c2ccccc2)n1. As a reaction SMILES: [C:1]([c:2]1[cH:3][cH:4][cH:5][cH:6][cH:7]1)([c:8]1[cH:9][cH:10][cH:11][cH:12][cH:13]1)([c:14]1[cH:15][cH:16][cH:17][cH:18][cH:19]1)[NH:20][c:21]1[s:22][cH:23][c:24]([C:26]([C:27](=[O:28])[OH:29])=[N:30][O:31][CH2:32][CH2:33][CH2:34][CH3:35])[n:25]1.[CH:46]1([N:47]=[C:48]=[N:49][CH:50]2[CH2:51][CH2:52][CH2:53][CH2:54][CH2:55]2)[CH2:56][CH2:57][CH2:58][CH2:59][CH2:60]1.[O:61]1[CH2:62][CH2:63][CH2:64][CH2:65]1.[OH:36][n:37]1[n:38][n:39][c:40]2[c:41]1[cH:42][cH:43][cH:44][cH:45]2>>[C:1]([c:2]1[cH:3][cH:4][cH:5][cH:6][cH:7]1)([c:8]1[cH:9][cH:10][cH:11][cH:12][cH:13]1)([c:14]1[cH:15][cH:16][cH:17][cH:18][cH:19]1)[NH:20][c:21]1[s:22][cH:23][c:24]([C:26]([C:27](=[O:28])[O:29][n:37]2[n:38][n:39][c:40]3[c:41]2[cH:42][cH:43][cH:44][cH:45]3)=[N:30][O:31][CH2:32][CH2:33][CH2:34][CH3:35])[n:25]1. Reactants: C(C)(C)(C)OC(=O)N1CCC(CC1)(O)C1=C(C=C(C=C1)Cl)Cl (4-(2,4-dichloro-phenyl)-4-hydroxy-piperidine-1-carboxylic acid tert-butyl ester), FC(C(=O)O)(F)F (trifluoroacetic acid). Run in ClCCl (dichloromethane). Conditions: time 15 minute. The product is ClC1=C(C=CC(=C1)Cl)C1(CCNCC1)O (4-(2,4-dichloro-phenyl)-piperidin-4-ol). Isolated yield 85.0%. RXN SMILES: C(OC([N:8]1[CH2:13][CH2:12][C:11]([C:15]2[CH:20]=[CH:19][C:18]([Cl:21])=[CH:17][C:16]=2[Cl:22])([OH:14])[CH2:10][CH2:9]1)=O)(C)(C)C.FC(F)(F)C(O)=O>ClCCl>[Cl:22][C:16]1[CH:17]=[C:18]([Cl:21])[CH:19]=[CH:20][C:15]=1[C:11]1([OH:14])[CH2:10][CH2:9][NH:8][CH2:13][CH2:12]1. Procedure details: To a solution of 4-(2,4-dichloro-phenyl)-4-hydroxy-piperidine-1-carboxylic acid tert-butyl ester (0.38 g, 1.1 mmol) in dichloromethane (5 mL) was added trifluoroacetic acid (1 mL). The reaction was stirred at room temperature for 15 min. Solvent was removed in vacuo and the residue was partitioned between ethyl acetate and saturated aqueous sodium bicarbonate. The aqueous layer was extracted with ethyl acetate. The combined organic extracts were dried over sodium sulfate, filtered and concentrat... The reactants are CO, O=Cc1ccccc1, CC(C)(O)CN, [Na+], O=C([O-])O, O=S(=O)(Cl)Cl. The product is CC(C)(O)CNS(=O)(=O)c1ccc(C=O)cc1. Reaction SMILES: [CH3:25][OH:26].[CH:6](=[O:7])[c:8]1[cH:9][cH:10][cH:11][cH:12][cH:13]1.[NH2:19][CH2:20][C:21]([CH3:22])([OH:23])[CH3:24].[Na+:18].[O-:14][C:15]([OH:16])=[O:17].[S:1](=[O:2])(=[O:3])([Cl:4])[Cl:5]>>[S:1](=[O:2])(=[O:3])([c:11]1[cH:10][cH:9][c:8]([CH:6]=[O:7])[cH:13][cH:12]1)[NH:19][CH2:20][C:21]([CH3:22])([OH:23])[CH3:24]. Reactants: C(C)(=O)OCC1=C(C=C(C=C1C1=CN(C(C(=C1)NC1=NC=C(C=C1)N1[C@H](CN(CC1)C1COC1)C)=O)C)F)N1C(C=2N(C=3CCCCC3C2F)CC1)=O ((S)-4-Fluoro-2-(10-fluoro-1-oxo-3,4,6,7,8,9-hexahydropyrazino[1,2-a]indol-2 (1H)-yl)-6-(1-methyl-5-(5-(2-methyl-4-(oxetan-3-yl)piperazin-1-yl)pyridin-2-ylamino)-6-oxo-1,6-dihydropyridin-3-yl)benzyl Acetate), [OH-].[Li+] (lithium hydroxide), C(C)(C)O (i-propanol), C1CCOC1 (THF). The solvent is O (water). Run at time 1 hour. Yields the product FC1=C2N(C=3CCCCC13)CCN(C2=O)C2=C(C(=CC(=C2)F)C2=CN(C(C(=C2)NC2=NC=C(C=C2)N2[C@H](CN(CC2)C2COC2)C)=O)C)CO ((S)-10-fluoro-2-(5-fluoro-2-(hydroxymethyl)-3-(1-methyl-5-(5-(2-methyl-4-(oxetan-3-yl)piperazin-1-yl)pyridin-2-ylamino)-6-oxo-1,6-dihydropyridin-3-yl)phenyl)-3,4,6,7,8,9-hexahydropyrazino[1,2-a]indol-1(2H)-one). Yield: 51.0%. Reaction SMILES: C([O:4][CH2:5][C:6]1[C:11]([C:12]2[CH:17]=[C:16]([NH:18][C:19]3[CH:24]=[CH:23][C:22]([N:25]4[CH2:30][CH2:29][N:28]([CH:31]5[CH2:34][O:33][CH2:32]5)[CH2:27][C@@H:26]4[CH3:35])=[CH:21][N:20]=3)[C:15](=[O:36])[N:14]([CH3:37])[CH:13]=2)=[CH:10][C:9]([F:38])=[CH:8][C:7]=1[N:39]1[CH2:52][CH2:51][N:42]2[C:43]3[CH2:44][CH2:45][CH2:46][CH2:47][C:48]=3[C:49]([F:50])=[C:41]2[C:40]1=[O:53])(=O)C.[OH-].[Li+].C(O)(C)C.C1COCC1>O>[F:50][C:49]1[C:48]2[CH2:47][CH2:46][CH2:45][CH2:44][C:43]=2[N:42]2[CH2:51][CH2:52][N:39]([C:7]3[CH:8]=[C:9]([F:38])[CH:10]=[C:11]([C:12]4[CH:17]=[C:16]([NH:18][C:19]5[CH:24]=[CH:23][C:22]([N:25]6[CH2:30][CH2:29][N:28]([CH:31]7[CH2:32][O:33][CH2:34]7)[CH2:27][C@@H:26]6[CH3:35])=[CH:21][N:20]=5)[C:15](=[O:36])[N:14]([CH3:37])[CH:13]=4)[C:6]=3[CH2:5][OH:4])[C:40](=[O:53])[C:41]=12 |f:1.2|. Reported procedure: A 50-mL single-neck round-bottomed flask equipped with a magnetic stirrer was charged with 119d (90 mg, 1.0 eq., 0.12 mmol), lithium hydroxide (9.0 mg, 3.0 eq., 0.37 mmol), i-propanol (3 mL), THF (3 mL), and water (2 mL). The mixture was stirred at room temperature for 1 h. It was then filtered and concentrated. The residue was purified by reverse-phase prep-HPLC to afford 119 (42 mg, 49%). MS: [M+H]+ 686.3. 1H NMR (500 MHz, CDCl3) δ 8.54 (dd, J=2.0 Hz, 9.0, 1H), 7.94-7.93 (m, 1H), 7.81 (d, J=4.... The reactants are Cc1ccc(-n2nnnc2-c2cccnc2NC(C)(C)C)c(F)c1F, CO, Cl, [Na+], [OH-]. Yields the product Cc1ccc(-n2nnnc2-c2cccnc2N)c(F)c1F. Reaction SMILES: [C:1]([CH3:2])([CH3:3])([CH3:4])[NH:5][c:6]1[n:7][cH:8][cH:9][cH:10][c:11]1-[c:12]1[n:13][n:14][n:15][n:16]1-[c:17]1[c:18]([F:25])[c:19]([F:24])[c:20]([CH3:23])[cH:21][cH:22]1.[CH3:29][OH:30].[ClH:26].[Na+:28].[OH-:27]>>[NH2:5][c:6]1[n:7][cH:8][cH:9][cH:10][c:11]1-[c:12]1[n:13][n:14][n:15][n:16]1-[c:17]1[c:18]([F:25])[c:19]([F:24])[c:20]([CH3:23])[cH:21][cH:22]1. Starting materials: C(C)(C)(C)OC(CNC(=O)C1=NN(C(=C1)OCC(=O)N1[C@@H](CCC1)C(NC1CCC1)=O)C1=CC=CC=C1)=O (({5-[2-((S)-2-Cyclobutylcarbamoyl-pyrrolidin-1-yl)-2-oxo-ethoxy]-1-phenyl-1H-pyrazole-3-carbonyl}-amino)-acetic acid tert-butyl ester), C(=O)(C(F)(F)F)O (TFA). Run in ClCCl (dichloromethane). Reaction conditions: time 5 hour. Product: C1(CCC1)NC(=O)[C@H]1N(CCC1)C(COC1=CC(=NN1C1=CC=CC=C1)C(=O)NCC(=O)O)=O (({5-[2-((S)-2-Cyclobutylcarbamoyl-pyrrolidin-1-yl)-2-oxo-ethoxy]-1-phenyl-1H-pyrazole-3-carbonyl}-amino)-acetic acid). As a reaction SMILES: C([O:5][C:6](=[O:38])[CH2:7][NH:8][C:9]([C:11]1[CH:15]=[C:14]([O:16][CH2:17][C:18]([N:20]2[CH2:24][CH2:23][CH2:22][C@H:21]2[C:25](=[O:31])[NH:26][CH:27]2[CH2:30][CH2:29][CH2:28]2)=[O:19])[N:13]([C:32]2[CH:37]=[CH:36][CH:35]=[CH:34][CH:33]=2)[N:12]=1)=[O:10])(C)(C)C.C(O)(C(F)(F)F)=O>ClCCl>[CH:27]1([NH:26][C:25]([C@@H:21]2[CH2:22][CH2:23][CH2:24][N:20]2[C:18](=[O:19])[CH2:17][O:16][C:14]2[N:13]([C:32]3[CH:37]=[CH:36][CH:35]=[CH:34][CH:33]=3)[N:12]=[C:11]([C:9]([NH:8][CH2:7][C:6]([OH:38])=[O:5])=[O:10])[CH:15]=2)=[O:31])[CH2:30][CH2:29][CH2:28]1. Reported procedure: To a solution of 1.33 g ({5-[2-((S)-2-Cyclobutylcarbamoyl-pyrrolidin-1-yl)-2-oxo-ethoxy]-1-phenyl-1H-pyrazole-3-carbonyl}-amino)-acetic acid tert-butyl ester in 20 ml dichloromethane were added 3.8 ml TFA. After stirring for 5 h it was concentrated and codistilled twice with toluene to give the crude product. Yield: 1.58 g The reactants are BrC1=CN=C2N1C=CC(=N2)COC (3-Bromo-7-methoxymethylimidazo[1,2-α]pyrimidine), FC1=C(C=C(C=C1)B1OC(C(O1)(C)C)(C)C)C=1C(=CC=CC1)C#N (2′-fluoro-5′-(4,4,5,5-tetramethyl-[1,3,2]dioxaborolan-2-yl)biphenyl-2-carbonitrile). Yields the product FC1=C(C=C(C=C1)C1=CN=C2N1C=CC(=N2)COC)C=2C(=CC=CC2)C#N (2′-fluoro-5′-(7-methoxymethylimidazo[1,2-α]pyrimidin-3-yl)biphenyl-2-carbonitrile). The yield is 60.0%. RXN SMILES: Br[C:2]1[N:6]2[CH:7]=[CH:8][C:9]([CH2:11][O:12][CH3:13])=[N:10][C:5]2=[N:4][CH:3]=1.[F:14][C:15]1[CH:20]=[CH:19][C:18](B2OC(C)(C)C(C)(C)O2)=[CH:17][C:16]=1[C:30]1[C:31]([C:36]#[N:37])=[CH:32][CH:33]=[CH:34][CH:35]=1>>[F:14][C:15]1[CH:20]=[CH:19][C:18]([C:2]2[N:6]3[CH:7]=[CH:8][C:9]([CH2:11][O:12][CH3:13])=[N:10][C:5]3=[N:4][CH:3]=2)=[CH:17][C:16]=1[C:30]1[C:31]([C:36]#[N:37])=[CH:32][CH:33]=[CH:34][CH:35]=1. Reported procedure: 3-Bromo-7-methoxymethylimidazo[1,2-α]pyrimidine (121 mg, 0.50 mmol) was coupled with 2′-fluoro-5′-(4,4,5,5-tetramethyl-[1,3,2]dioxaborolan-2-yl)biphenyl-2-carbonitrile as described in Example 1 to give 2′-fluoro-5′-(7-methoxymethylimidazo[1,2-α]pyrimidin-3-yl)biphenyl-2-carbonitrile (108 mg, 60%) as a white powder: δH (400 MHz, CDCl3) 3.50 (3H, s), 4.66 (2H, s), 7.19 (1H, d, J 7), 7.39-7.41 (1H, m), 7.53-7.64 (4H, m), 7.69-7.73 (1H, m), 7.85 (1H, dd, J 8 and 1), 7.87 (1H, s), 8.82 (1H, d, J 7); ...